Dataset: the Open Reaction Database (ORD), a public repository of structured organic reaction records. Task: describe an organic reaction: reactants, conditions, products, and yield The reactants are ClC1=CC=C(C=C1)S (p-chlorothiophenol), [OH-].[Na+] (sodium hydroxide), ClCCC#N (β-chloropropionitrile). The solvent is O (water). The product is ClC1=CC=C(C=C1)SCCC#N (3-(p-Chlorophenylthio)-propionitrile). RXN SMILES: Cl[CH2:2][CH2:3][C:4]#[N:5].[Cl:6][C:7]1[CH:12]=[CH:11][C:10]([SH:13])=[CH:9][CH:8]=1.[OH-].[Na+]>O>[Cl:6][C:7]1[CH:12]=[CH:11][C:10]([S:13][CH2:2][CH2:3][C:4]#[N:5])=[CH:9][CH:8]=1 |f:2.3|. Procedure details: 10 ml of β-chloropropionitrile (0.13 mol) are added, whilst stirring at 70°-80° C, to a solution of 17.4 g (0.12 mol) of p-chlorothiophenol and 4.8 g of sodium hydroxide pellets in 50 ml of water. The mixture is kept at 80° C for half an hour. After cooling, it is extracted with ether and the extract is washed with water and dried. 22.5 g of 3-(p-chlorophenylthio)-propionitrile. Melting point = 53-54° C. The reactants are NCC=1C=NC=CC1 (3-(aminomethyl)pyridine), O1C(=NC=C1)CN ((oxazol-2-yl)methylamine), FC1(C(C1)CN1C(N(CC1)C=1SC(=C(N1)C)C(=O)O)=O)F (2-(3-((2,2-difluorocyclopropyl)methyl)-2-oxoimidazolidin-1-yl)-4-methylthiazole-5-carboxylic acid). Product: FC1(C(C1)CN1C(N(CC1)C=1SC(=C(N1)C)C(=O)NCC=1OC=CN1)=O)F (2-(3-((2,2-difluorocyclopropyl)methyl)-2-oxoimidazolidin-1-yl)-4-methyl-N-(oxazol-2-ylmethyl)thiazole-5-carboxamide). Isolated yield 69.0%. As a reaction SMILES: NCC1C=NC=CC=1.[O:9]1[CH:13]=[CH:12][N:11]=[C:10]1[CH2:14][NH2:15].[F:16][C:17]1([F:36])[CH2:19][CH:18]1[CH2:20][N:21]1[CH2:25][CH2:24][N:23]([C:26]2[S:27][C:28]([C:32](O)=[O:33])=[C:29]([CH3:31])[N:30]=2)[C:22]1=[O:35]>>[F:36][C:17]1([F:16])[CH2:19][CH:18]1[CH2:20][N:21]1[CH2:25][CH2:24][N:23]([C:26]2[S:27][C:28]([C:32]([NH:15][CH2:14][C:10]3[O:9][CH:13]=[CH:12][N:11]=3)=[O:33])=[C:29]([CH3:31])[N:30]=2)[C:22]1=[O:35]. Reported procedure: Following the procedure as describe in Example 16, making variations as required to replace 3-(aminomethyl)pyridine with (oxazol-2-yl)methylamine to react with 2-(3-((2,2-difluorocyclopropyl)methyl)-2-oxoimidazolidin-1-yl)-4-methylthiazole-5-carboxylic acid, the title compound was obtained as a colourless solid in 69% yield: mp 156-158° C.; 1H NMR (300 MHz, DMSO-d6) δ 8.55 (t, J=5.7 Hz, 1H), 8.09 (s, 1H), 7.12 (s, 1H), 4.44 (d, J=5.7 Hz, 2H), 3.99 (t, J=8.4 Hz, 2H), 3.64-3.47 (m, 3H), 3.19-3.12 ... Starting materials: C(CCCC)C1CC=C(CC1)C1=CC(=C(C(=C1)F)F)F (1-(4-Pentylcyclohexen-1-yl)-3,4,5-trifluorobenzene), Example 1, C1(=C(C(=O)C(=C(C1=O)Cl)Cl)Cl)Cl (chloranil). The solvent is C=1(C(=CC=CC1)C)C (xylene). Yields the product C(CCCC)C1=CC=C(C=C1)C1=CC(=C(C(=C1)F)F)F (4'-pentyl-3,4,5-trifluorobiphenyl). RXN SMILES: [CH2:1]([CH:6]1[CH2:11][CH2:10][C:9]([C:12]2[CH:17]=[C:16]([F:18])[C:15]([F:19])=[C:14]([F:20])[CH:13]=2)=[CH:8][CH2:7]1)[CH2:2][CH2:3][CH2:4][CH3:5].C1(Cl)C(=O)C(Cl)=C(Cl)C(=O)C=1Cl>C1(C)C(C)=CC=CC=1>[CH2:1]([C:6]1[CH:11]=[CH:10][C:9]([C:12]2[CH:13]=[C:14]([F:20])[C:15]([F:19])=[C:16]([F:18])[CH:17]=2)=[CH:8][CH:7]=1)[CH2:2][CH2:3][CH2:4][CH3:5]. Procedure: 1-(4-Pentylcyclohexen-1-yl)-3,4,5-trifluorobenzene as an intermediate obtained in Example 1 (5 g) was dissolved in xylene (50 ml), followed by adding chloranil (4.5 g), reacting the mixture under reflux for 10 hours, cooling the resulting material down to room temperature, filtering off the resulting deposited hydroquinone derivative, washing the filtrate with a dilute alkali aqueous solution, washing with water till the washing water became neutral, drying over anhydrous sodium sulfate, distill... Starting materials: CC(C)(C)OC(=O)N1C(CN)CC2CCCC21, O=C(O)c1cccc2c1CCO2. The product is CC(C)(C)OC(=O)N1C(CNC(=O)c2cccc3c2CCO3)CC2CCCC21. RXN SMILES: [C:13]([CH3:14])([CH3:15])([CH3:16])[O:17][C:18](=[O:19])[N:20]1[CH:21]2[CH2:22][CH2:23][CH2:24][CH:25]2[CH2:26][CH:27]1[CH2:28][NH2:29].[O:1]1[CH2:2][CH2:3][c:4]2[c:5]1[cH:6][cH:7][cH:8][c:9]2[C:10](=[O:11])[OH:12]>>[O:1]1[CH2:2][CH2:3][c:4]2[c:5]1[cH:6][cH:7][cH:8][c:9]2[C:10](=[O:12])[NH:29][CH2:28][CH:27]1[N:20]([C:18]([O:17][C:13]([CH3:14])([CH3:15])[CH3:16])=[O:19])[CH:21]2[CH2:22][CH2:23][CH2:24][CH:25]2[CH2:26]1. Starting materials: CS(=O)(=O)OCC1COC(CBr)(c2ccc(Cl)cc2)O1, CN(C)C=O, [H-], [Na+], Oc1ccc2c(c1)CCN(Cc1ccc(-c3ccccc3)cc1)C2. The product is Clc1ccc(C2(CBr)OCC(COc3ccc4c(c3)CCN(Cc3ccc(-c5ccccc5)cc3)C4)O2)cc1. RXN SMILES: [CH3:27][S:28]([O:29][CH2:32][CH:33]1[O:34][C:35]([CH2:38][Br:39])([c:40]2[cH:41][cH:42][c:43]([Cl:46])[cH:44][cH:45]2)[O:36][CH2:37]1)(=[O:30])=[O:31].[CH3:47][N:48]([CH3:49])[CH:50]=[O:51].[H-:1].[Na+:2].[OH:3][c:4]1[cH:5][c:6]2[c:11]([cH:12][cH:13]1)[CH2:10][N:9]([CH2:14][c:15]1[cH:16][cH:17][c:18](-[c:21]3[cH:22][cH:23][cH:24][cH:25][cH:26]3)[cH:19][cH:20]1)[CH2:8][CH2:7]2>>[O:3]([c:4]1[cH:5][c:6]2[c:11]([cH:12][cH:13]1)[CH2:10][N:9]([CH2:14][c:15]1[cH:16][cH:17][c:18](-[c:21]3[cH:22][cH:23][cH:24][cH:25][cH:26]3)[cH:19][cH:20]1)[CH2:8][CH2:7]2)[CH2:32][CH:33]1[O:34][C:35]([CH2:38][Br:39])([c:40]2[cH:41][cH:42][c:43]([Cl:46])[cH:44][cH:45]2)[O:36][CH2:37]1. Starting materials: CN1CC[C@]23C4=C5C=CC(=C4O[C@H]2[C@H](C=C[C@H]3[C@H]1C5)O)OC (codeine), CN1CC[C@]23C4=C5C=CC(=C4O[C@H]2[C@H](C=C[C@H]3[C@H]1C5)O)OC.O.OP(=O)(O)O (codeine phosphate), Cl (hydrochloric acid). Run at time 2.75 hour. Product: CN1CC[C@]23C4=C5C=CC(=C4O[C@H]2C(=O)C=C[C@H]3[C@H]1C5)OC (codeinone). Reaction SMILES: [CH3:1][N:2]1[C@@H:18]2[CH2:19][C:7]3[CH:8]=[CH:9][C:10]([O:21][CH3:22])=[C:11]4[O:12][C@H:13]5[C@@H:14]([OH:20])[CH:15]=[CH:16][C@@H:17]2[C@:5]5([C:6]=34)[CH2:4][CH2:3]1.CN1[C@@H]2CC3C=CC(OC)=C4O[C@H]5[C@@H](O)C=C[C@@H]2[C@]5(C=34)CC1.O.OP(O)(O)=O.Cl>>[CH3:1][N:2]1[C@@H:18]2[CH2:19][C:7]3[CH:8]=[CH:9][C:10]([O:21][CH3:22])=[C:11]4[O:12][C@H:13]5[C:14]([CH:15]=[CH:16][C@@H:17]2[C@:5]5([C:6]=34)[CH2:4][CH2:3]1)=[O:20] |f:1.2.3|. Reported procedure: A solution of codeine or codeine phosphate was dissolved in the appropriate solvent system and a specified volume of hydrochloric acid of varying concentration was added. Manganese dioxide (either freshly prepared γ-manganese dioxide or activated manganese dioxide from Aldrich) was added and the reaction mixture was stirred at ambient temperature for 1.5 to 4 hours. The progress of the reaction was monitored by HPLC. The reaction mixture was filtered through a celite pad, washed with additional ... Starting materials: B(Br)(Br)Br (BBr3), ClC=1C=C(C(=O)OC)C=C(C1Cl)OC (Methyl 3,4-dichloro-5-methoxybenzoate), O (water). Run in C(Cl)Cl (DCM). Reaction conditions: time 15 hour. Yields the product ClC=1C=C(C(=O)O)C=C(C1Cl)O (3,4-Dichloro-5-hydroxybenzoic acid). Yield: 53.7%. As a reaction SMILES: [Cl:1][C:2]1[CH:3]=[C:4]([CH:9]=[C:10]([O:13]C)[C:11]=1[Cl:12])[C:5]([O:7]C)=[O:6].B(Br)(Br)Br.O>C(Cl)Cl>[Cl:1][C:2]1[CH:3]=[C:4]([CH:9]=[C:10]([OH:13])[C:11]=1[Cl:12])[C:5]([OH:7])=[O:6]. Procedure details: Methyl 3,4-dichloro-5-methoxybenzoate (5) (518 mg, 2.34 mmol) was suspended in DCM (10 mL) under a reflux condenser fitted with a CaCl2 drying tube. BBr3 (554 μL, 5.86 mmol) was added and the reaction mixture was stirred at RT for 15 h. The reaction mixture was cautiously poured in to iced water (20 mL) and the mixture stirred for 10 min. The product was extracted with EtOAc (50 mL), then the organic solution was washed with brine (2×50 mL) and dried over MgSO4 and filtered. The solvent was remo...